Dataset: the Open Reaction Database (ORD), a public repository of structured organic reaction records. Task: describe an organic reaction: reactants, conditions, products, and yield Reactants: [H-].[Na+] (Sodium hydride), C1(=CC=CC=C1)NC=1SC2=C(N1)C=CC=C2 (N-phenyl-2-benzothiazolamine), BrCCCCCl (1-bromo-4-chlorobutane). Run in O1CCCC1 (tetrahydrofuran), O1CCCC1 (tetrahydrofuran). Run at time 15 minute. The product is ClCCCCN(C=1SC2=C(N1)C=CC=C2)C2=CC=CC=C2 (N-(4-chlorobutyl)-N-phenyl-2-benzothiazolamine). The yield is 66.0%. RXN SMILES: [H-].[Na+].[C:3]1([NH:9][C:10]2[S:11][C:12]3[CH:18]=[CH:17][CH:16]=[CH:15][C:13]=3[N:14]=2)[CH:8]=[CH:7][CH:6]=[CH:5][CH:4]=1.Br[CH2:20][CH2:21][CH2:22][CH2:23][Cl:24]>O1CCCC1>[Cl:24][CH2:23][CH2:22][CH2:21][CH2:20][N:9]([C:3]1[CH:4]=[CH:5][CH:6]=[CH:7][CH:8]=1)[C:10]1[S:11][C:12]2[CH:18]=[CH:17][CH:16]=[CH:15][C:13]=2[N:14]=1 |f:0.1|. Reported procedure: Sodium hydride (0.05 mol) was added portionwise to a solution of N-phenyl-2-benzothiazolamine, prepared according to the procedure described in J. Chem. Soc, 1962, 230, (0.05 mol) in tetrahydrofuran (200 ml). The mixture was stirred for 15 minutes. A solution of 1-bromo-4-chlorobutane (0.05 mol) in tetrahydrofuran (50 ml) was added dropwise and the resulting reaction mixture was stirred and refluxed for 48 hours. The mixture was cooled, and the solvent was evaporated. The residue was partitioned... The reactants are COC(C1=CC=C(C=C1)O)=O (4-hydroxybenzoic acid methyl ester), [OH-].[K+] (potassium hydroxide), FC(C(=C(F)F)F)(F)F (hexafluoropropylene). Run in CC(=O)C (acetone). Product: COC(C1=CC=C(C=C1)OC(C(C(F)(F)F)F)(F)F)=O (4-(1,1,2,3,3,3-hexafluoropropyloxy)-benzoic acid methyl ester). Reaction SMILES: [CH3:1][O:2][C:3](=[O:11])[C:4]1[CH:9]=[CH:8][C:7]([OH:10])=[CH:6][CH:5]=1.[OH-].[K+].[F:14][C:15]([F:22])([F:21])[C:16]([F:20])=[C:17]([F:19])[F:18]>CC(C)=O>[CH3:1][O:2][C:3](=[O:11])[C:4]1[CH:9]=[CH:8][C:7]([O:10][C:17]([F:19])([F:18])[CH:16]([F:20])[C:15]([F:22])([F:21])[F:14])=[CH:6][CH:5]=1 |f:1.2|. Procedure details: 456 g (3 moles) of 4-hydroxybenzoic acid methyl ester, 30 g of 85% potassium hydroxide, and 1 l of acetone were placed in an autoclave. An amount of 562.5 g (3.75 moles) of hexafluoropropylene was introduced under pressure. RXN SMILES: [CH3:20][OH:21].[Cl-:19].[Cl:7][CH2:8][CH2:9][CH2:10][S:11][CH2:12][C:13](=[O:14])[O:15][CH2:16][CH3:17].[I+3:1]([O-:2])([O-:3])([O-:4])[O-:5].[Na+:18].[Na+:6]>>[O:2]=[S:11]([CH2:10][CH2:9][CH2:8][Cl:7])[CH2:12][C:13](=[O:14])[O:15][CH2:16][CH3:17]. The reactants are CO, [Cl-], CCOC(=O)CSCCCCl, [O-][I+3]([O-])([O-])[O-], [Na+], [Na+]. Product: CCOC(=O)CS(=O)CCCCl. Starting materials: ClC=1C=CC2=C(C(=NCC(=N2)NN)C2=CC=CC=C2)C1 (7-chloro-2-hydrazino-5-phenyl-3-H-1,4-benzodiazepine), C(C)(OCC)([O-])[O-] (ethyl orthoacetate), C1(=CC=C(C=C1)S(=O)(=O)O)C (p-toluenesulfonic acid). Run in C(Cl)(Cl)Cl (chloroform). Reaction conditions: time 6 hour. Product: ClC=1C=CC2=C(C(=NCC=3N2C(=NN3)C)C3=CC=CC=C3)C1 (8-chloro-1-methyl-6-phenyl-4H-s-triazolo [4,3-a][1,4] benzodiazepine). Reaction SMILES: [Cl:1][C:2]1[CH:3]=[CH:4][C:5]2[N:11]=[C:10]([NH:12][NH2:13])[CH2:9][N:8]=[C:7]([C:14]3[CH:19]=[CH:18][CH:17]=[CH:16][CH:15]=3)[C:6]=2[CH:20]=1.[C:21]([O-])([O-])(OCC)[CH3:22].C1(C)C=CC(S(O)(=O)=O)=CC=1>C(Cl)(Cl)Cl>[Cl:1][C:2]1[CH:3]=[CH:4][C:5]2[N:11]3[C:21]([CH3:22])=[N:13][N:12]=[C:10]3[CH2:9][N:8]=[C:7]([C:14]3[CH:19]=[CH:18][CH:17]=[CH:16][CH:15]=3)[C:6]=2[CH:20]=1. Procedure details: To a solution of 2.84 parts of 7-chloro-2-hydrazino-5-phenyl-3-H-1,4-benzodiazepine in 50 parts by volume of chloroform are added 10 parts of ethyl orthoacetate and 4 parts of p-toluenesulfonic acid. The solution is left standing at room temperature for 6 hours and heated for a while on a water-bath to complete the reaction. The mixture is washed with saturated aqueous sodium bicarbonate, then with water and dried over anhydrous sodium sulfate. After evaporation of the solvent, the residue is tr... The reactants are COC(=O)CBr, CN(C)C=O, CCCc1cc2c(O)cccc2n1Cc1ccccc1-c1ccccc1. The product is CCCc1cc2c(OCC(=O)OC)cccc2n1Cc1ccccc1-c1ccccc1. Reaction SMILES: [Br:27][CH2:28][C:29](=[O:30])[O:31][CH3:32].[O:33]=[CH:34][N:35]([CH3:36])[CH3:37].[c:1]1(-[c:21]2[cH:22][cH:23][cH:24][cH:25][cH:26]2)[c:2]([CH2:7][n:8]2[c:9]([CH2:18][CH2:19][CH3:20])[cH:10][c:11]3[c:12]([OH:17])[cH:13][cH:14][cH:15][c:16]23)[cH:3][cH:4][cH:5][cH:6]1>>[c:1]1(-[c:21]2[cH:22][cH:23][cH:24][cH:25][cH:26]2)[c:2]([CH2:7][n:8]2[c:9]([CH2:18][CH2:19][CH3:20])[cH:10][c:11]3[c:12]([O:17][CH2:28][C:29](=[O:30])[O:31][CH3:32])[cH:13][cH:14][cH:15][c:16]23)[cH:3][cH:4][cH:5][cH:6]1. Reactants: FC(C=1C=CC(NC1)=O)(F)F (5-trifluoromethyl-2-pyridone), BrBr (bromine). The solvent is C(C)(=O)O (acetic acid). Yields the product BrC=1C(NC=C(C1)C(F)(F)F)=O (3-Bromo-5-trifluoromethyl-2-pyridone). Isolated yield 75.8%. Reaction SMILES: [F:1][C:2]([F:11])([F:10])[C:3]1[CH:4]=[CH:5][C:6](=[O:9])[NH:7][CH:8]=1.[Br:12]Br>C(O)(=O)C>[Br:12][C:5]1[C:6](=[O:9])[NH:7][CH:8]=[C:3]([C:2]([F:1])([F:10])[F:11])[CH:4]=1. Procedure: 0.4 g of 5-trifluoromethyl-2-pyridone was dissolved in 10 ml of acetic acid, and 0.4 g of bromine was added to the solution which was subsequently reacted for 4 hours while stirring. After completion of the reaction, the acetic acid was distilled off, and recrystallization was carried out from a mixed solvent of methylene chloride and n-hexane to obtain 0.45 g of the titled compound having a melting point of 162° to 165° C.